describe an organic reaction: reactants, conditions, products, and yield From a dataset of the Open Reaction Database (ORD), a public repository of structured organic reaction records. Reactants: C(C=C)OP(=O)(OCC=C)CC(=O)O ([Bis(2-propenyloxy)phosphinyl]acetic acid), C(=O)(N1C=NC=C1)N1C=NC=C1 (1,1'-Carbonyldiimidazole), C(C)(C)(C)OC([C@H]1NCCC1)=O (L-Proline t-butyl ester). Run in C(C)#N (acetonitrile). Run at time 45 minute. Yields the product C(C=C)OP(=O)(OCC=C)CC(=O)N1[C@H](C(=O)OC(C)(C)C)CCC1 ([Bis(2-propenyloxy)phosphinyl]Acetyl-L-Proline, tert-Butyl Ester). Reaction SMILES: [CH2:1]([O:4][P:5]([CH2:11][C:12]([OH:14])=O)([O:7][CH2:8][CH:9]=[CH2:10])=[O:6])[CH:2]=[CH2:3].C(N1C=CN=C1)(N1C=CN=C1)=O.[C:27]([O:31][C:32](=[O:38])[C@@H:33]1[CH2:37][CH2:36][CH2:35][NH:34]1)([CH3:30])([CH3:29])[CH3:28]>C(#N)C>[CH2:8]([O:7][P:5]([CH2:11][C:12]([N:34]1[CH2:35][CH2:36][CH2:37][C@H:33]1[C:32]([O:31][C:27]([CH3:29])([CH3:30])[CH3:28])=[O:38])=[O:14])([O:4][CH2:1][CH:2]=[CH2:3])=[O:6])[CH:9]=[CH2:10]. Reported procedure: [Bis(2-propenyloxy)phosphinyl]acetic acid (7.0 g., 0.032 mol.) is dissolved in 200 ml. of acetonitrile and stirred in an ice bath under a drying tube. 1,1'-Carbonyldiimidazole (5.5 g., 0.032 mol.) is then added and the mixture is stirred for 45 minutes. L-Proline t-butyl ester (5.5 g., 0.032 mol.) is then added, the ice bath removed, and the mixture stirred overnight. The solution is then evaporated in vacuo and the residue taken up in ethyl acetate and washed with 5% potassium bisulfate, satura... Starting materials: OC1=CC=C(C=C1)C=1OC2=C(C1)C=C(C=C2)C(=O)O (2-(4-Hydroxy-phenyl)-benzofuran-5-carboxylic acid), Cl (HCl). The solvent is C1CCOC1 (THF), C1CCOC1 (THF). Reaction conditions: time 2 hour. Product: OCC=1C=CC2=C(C=C(O2)C2=CC=C(C=C2)O)C1 (4-(5-Hydroxymethyl-benzofuran-2-yl)-phenol). Isolated yield 35.1%. Reaction SMILES: [OH:1][C:2]1[CH:7]=[CH:6][C:5]([C:8]2[O:9][C:10]3[CH:16]=[CH:15][C:14]([C:17](O)=[O:18])=[CH:13][C:11]=3[CH:12]=2)=[CH:4][CH:3]=1.Cl>C1COCC1>[OH:18][CH2:17][C:14]1[CH:15]=[CH:16][C:10]2[O:9][C:8]([C:5]3[CH:6]=[CH:7][C:2]([OH:1])=[CH:3][CH:4]=3)=[CH:12][C:11]=2[CH:13]=1. Procedure: Compound 143 (0.21 g, 0.83 mmol) in THF (10 ml) was treated with BH3 THF (4.0 ml of 1.0M) and the reaction was heated to reflux. After 2 hr, the reaction was cooled and then poured into 2N HCl and extracted with EtOAc. The organic layer was dried, concentrated and the product was purified by cloumn chromatography (60% EtOAc/Hexane) to give 144 as a solid (0.07 g, 37%); Mp=248-250°; 1H NMR (DMSO-d6) δ 9.86 (br s, 1 H), 7.72 (d, 2 H, J=8.3 Hz), 7.52-7.49 (m, 2 H), 7.19 (dd, 1 H, J=8.3 Hz, 1.6 Hz),... Reactants: [Li+].[Cl-] (LiCl), C1(=CC=CC=C1)B(O)O (phenylboronic acid), C(=O)([O-])[O-].[Na+].[Na+] (Na2CO3), BrC=1NC=2C=3C1CNC(C3C=CC2)=O (2-Bromo-3,4-dihydropyrrolo[4,3,2-de]isoquinolin-5-(1H)-one). Reagents/catalysts: C=1C=CC(=CC1)[P](C=2C=CC=CC2)(C=3C=CC=CC3)[Pd]([P](C=4C=CC=CC4)(C=5C=CC=CC5)C=6C=CC=CC6)([P](C=7C=CC=CC7)(C=8C=CC=CC8)C=9C=CC=CC9)[P](C=1C=CC=CC1)(C=1C=CC=CC1)C=1C=CC=CC1 (tetrakis(triphenylphosphine)palladium(0)). The solvent is O (water), C1(=CC=CC=C1)C (toluene). The product is C1(=CC=CC=C1)N1C=C2CNC(C=3C=CC=C1C23)=O (Phenyl-3,4-dihydropyrrolo[4,3,2-de]isoquinolin-5-(1H)-one). Isolated yield 93.1%. As a reaction SMILES: Br[C:2]1[NH:3][C:4]2[C:5]3[C:6]=1[CH2:7][NH:8][C:9](=[O:14])[C:10]=3[CH:11]=[CH:12][CH:13]=2.[C:15]1(B(O)O)[CH:20]=[CH:19][CH:18]=[CH:17][CH:16]=1.C([O-])([O-])=O.[Na+].[Na+].[Li+].[Cl-]>C1(C)C=CC=CC=1.O.C1C=CC([P]([Pd]([P](C2C=CC=CC=2)(C2C=CC=CC=2)C2C=CC=CC=2)([P](C2C=CC=CC=2)(C2C=CC=CC=2)C2C=CC=CC=2)[P](C2C=CC=CC=2)(C2C=CC=CC=2)C2C=CC=CC=2)(C2C=CC=CC=2)C2C=CC=CC=2)=CC=1>[C:15]1([N:3]2[C:4]3[C:5]4[C:6]([CH2:7][NH:8][C:9](=[O:14])[C:10]=4[CH:11]=[CH:12][CH:13]=3)=[CH:2]2)[CH:20]=[CH:19][CH:18]=[CH:17][CH:16]=1 |f:2.3.4,5.6,^1:43,45,64,83|. Reported procedure: To a suspension of 2 (0.1065 g, 0.424 mmol) in 20 mL toluene/10 mL EtOH was added phenylboronic acid (0.08 g, 0.636 mmol), Na2CO3 (0.113 g, 1.06 mmol) dissolved in a minimum amount of water, LiCl (0.054 g, 1.27 mmol), and tetrakis(triphenylphosphine)palladium(0) (24.5 mg, 21.0 μmol). The reaction mixture was refluxed for 16 h. The solvent was removed in vacuo, and the residue was taken up in EtOAc and washed with saturated aqueous NaHCO3, H2O, and brine. The organic layer was dried over Na2SO4 a...